This data is from the Open Reaction Database (ORD), a public repository of structured organic reaction records. The task is: describe an organic reaction: reactants, conditions, products, and yield Reactants: CCOc1ccc(O)cc1, ClCCl, CN(C)c1ccncc1, CCOCC, CCCC=CC1CCC(C(=O)O)CC1, C(=NC1CCCCC1)=NC1CCCCC1. Product: CCCC=CC1CCC(C(=O)Oc2ccc(OCC)cc2)CC1. Reaction SMILES: [CH2:15]([CH3:16])[O:17][c:18]1[cH:19][cH:20][c:21]([OH:24])[cH:22][cH:23]1.[CH2:49]([Cl:50])[Cl:51].[CH3:40][N:41]([CH3:42])[c:43]1[cH:44][cH:45][n:46][cH:47][cH:48]1.[CH3:52][CH2:53][O:54][CH2:55][CH3:56].[CH:1](=[CH:2][CH2:3][CH2:4][CH3:5])[CH:6]1[CH2:7][CH2:8][CH:9]([C:12](=[O:13])[OH:14])[CH2:10][CH2:11]1.[CH:25]1([N:26]=[C:27]=[N:28][CH:29]2[CH2:30][CH2:31][CH2:32][CH2:33][CH2:34]2)[CH2:35][CH2:36][CH2:37][CH2:38][CH2:39]1>>[CH:1](=[CH:2][CH2:3][CH2:4][CH3:5])[CH:6]1[CH2:7][CH2:8][CH:9]([C:12]([O:13][c:21]2[cH:20][cH:19][c:18]([O:17][CH2:15][CH3:16])[cH:23][cH:22]2)=[O:14])[CH2:10][CH2:11]1. Reactants: CO (MeOH), COC1=CN=C2C=CC(N(C2=C1)CCN1CCC(CC1)NC(OC(C)(C)C)=O)=O (1,1-dimethylethyl (1-{2-[7-(methyloxy)-2-oxo-1,5-naphthyridin-1(2H)-yl]ethyl}-4-piperidinyl)carbamate), Cl (HCl). The solvent is C(Cl)(Cl)Cl (chloroform), O1CCOCC1 (1,4-dioxane). Conditions: time 1 hour. Yields the product Cl.Cl.NC1CCN(CC1)CCN1C(C=CC2=NC=C(C=C12)OC)=O (1-[2-(4-Amino-1-piperidinyl)ethyl]-7-(methyloxy)-1,5-naphthyridin-2(1H)-one dihydrochloride), solid. Isolated yield 105.0%. As a reaction SMILES: [CH3:1][O:2][C:3]1[CH:12]=[C:11]2[C:6]([CH:7]=[CH:8][C:9](=[O:29])[N:10]2[CH2:13][CH2:14][N:15]2[CH2:20][CH2:19][CH:18]([NH:21]C(=O)OC(C)(C)C)[CH2:17][CH2:16]2)=[N:5][CH:4]=1.[ClH:30].CO>C(Cl)(Cl)Cl.O1CCOCC1>[ClH:30].[ClH:30].[NH2:21][CH:18]1[CH2:17][CH2:16][N:15]([CH2:14][CH2:13][N:10]2[C:11]3[C:6](=[N:5][CH:4]=[C:3]([O:2][CH3:1])[CH:12]=3)[CH:7]=[CH:8][C:9]2=[O:29])[CH2:20][CH2:19]1 |f:5.6.7|. Reported procedure: A solution of 1,1-dimethylethyl (1-{2-[7-(methyloxy)-2-oxo-1,5-naphthyridin-1(2H)-yl]ethyl}-4-piperidinyl)carbamate (5.453 g, 13.565 mmol) in chloroform (30 ml) was added 4M HCl in 1,4-dioxane (30 ml) and the reaction was stirred at rt for 0.5 h before addition of MeOH (30 ml). The reaction was stirred for a further 1 h before evaporation to provide the desired compound as a slightly impure white solid (5.323 g, 105%), which was used without further purification.